This data is from the Open Reaction Database (ORD), a public repository of structured organic reaction records. The task is: describe an organic reaction: reactants, conditions, products, and yield Reaction SMILES: [CH3:1][NH:2][C:3](=[O:10])[C:4]1[CH:9]=[CH:8][CH:7]=[CH:6][CH:5]=1.C([Li])CCC.[CH:16](=[O:23])[C:17]1[CH:22]=[CH:21][CH:20]=[CH:19][CH:18]=1.[Cl-].[NH4+]>CCCCCC.O1CCCC1>[OH:23][CH:16]([C:17]1[CH:22]=[CH:21][CH:20]=[CH:19][CH:18]=1)[C:5]1[C:4]([C:3]([NH:2][CH3:1])=[O:10])=[CH:9][CH:8]=[CH:7][CH:6]=1 |f:3.4|. The solvent is CCCCCC (hexane), O1CCCC1 (tetrahydrofuran), O1CCCC1 (tetrahydrofuran). Reactants: C(CCC)[Li] (n-butyl lithium), CNC(C1=CC=CC=C1)=O (N-methyl benzamide), C(C1=CC=CC=C1)=O (benzaldehyde), [Cl-].[NH4+] (ammonium chloride), dilithio. Reported procedure: To a flask equiped with a stirrer, dropping funnel, condenser and gas inlet tube maintained under a nitrogen atmosphere there is added at room temperature 67.5 g. (0.5 mole) N-methyl benzamide and 1200 ml. dry tetrahydrofuran. The reaction flask is immersed in an ice bath and cooled to an internal temperature of 5° C. Stirring is initiated and 688 ml. of 1.6 M. n-butyl lithium (1.1 mole) in hexane is added dropwise over about 1 hour maintaining temperature below 8° C. The resulting dilithio salt... The product is OC(C=1C(=CC=CC1)C(=O)NC)C1=CC=CC=C1 (α-hydroxy-N-methyl-α-phenyl-o-toluamide). Conditions: temperature 5 celsius. Reactants: CCOc1cccc2oc(C(=O)O)c(C)c12, COC(=O)C(NS(=O)(=O)c1ccc(-c2ccc(N)cc2)cc1)C(C)C, O=C(Cl)C(=O)Cl, CN(C)C=O, c1ccncc1. The product is CCOc1cccc2oc(C(=O)Nc3ccc(-c4ccc(S(=O)(=O)NC(C(=O)OC)C(C)C)cc4)cc3)c(C)c12. As a reaction SMILES: [CH2:1]([CH3:2])[O:3][c:4]1[cH:5][cH:6][cH:7][c:8]2[c:9]1[c:10]([CH3:16])[c:11]([C:13](=[O:14])[OH:15])[o:12]2.[CH3:22][O:23][C:24]([CH:25]([CH:26]([CH3:27])[CH3:28])[NH:29][S:30](=[O:31])(=[O:32])[c:33]1[cH:34][cH:35][c:36](-[c:39]2[cH:40][cH:41][c:42]([NH2:45])[cH:43][cH:44]2)[cH:37][cH:38]1)=[O:46].[Cl:53][C:54]([C:55]([Cl:56])=[O:57])=[O:58].[O:17]=[CH:18][N:19]([CH3:20])[CH3:21].[cH:47]1[cH:48][cH:49][n:50][cH:51][cH:52]1>>[CH2:1]([CH3:2])[O:3][c:4]1[cH:5][cH:6][cH:7][c:8]2[c:9]1[c:10]([CH3:16])[c:11]([C:13](=[O:15])[NH:45][c:42]1[cH:41][cH:40][c:39](-[c:36]3[cH:35][cH:34][c:33]([S:30]([NH:29][CH:25]([C:24]([O:23][CH3:22])=[O:46])[CH:26]([CH3:27])[CH3:28])(=[O:31])=[O:32])[cH:38][cH:37]3)[cH:44][cH:43]1)[o:12]2. Starting materials: CC(=O)C=1C=CC(=CC1)O (4-hydroxy acetophenone), 1, COC1=CC=C(C=O)C=C1 (4-methoxy benzaldehyde), 4, [OH-].[Na+] (sodium hydroxide). The solvent is CO (methanol). Conditions: time 12 hour. Yields the product OC1=CC=C(C(C=CC2=CC=C(C=C2)OC)=O)C=C1 (4′-Hydroxy-4-methoxy-chalcone). RXN SMILES: [CH3:1][C:2]([C:4]1[CH:5]=[CH:6][C:7]([OH:10])=[CH:8][CH:9]=1)=[O:3].[CH3:11][O:12][C:13]1[CH:20]=[CH:19][C:16]([CH:17]=O)=[CH:15][CH:14]=1.[OH-].[Na+]>CO>[OH:10][C:7]1[CH:8]=[CH:9][C:4]([C:2](=[O:3])[CH:1]=[CH:17][C:16]2[CH:19]=[CH:20][C:13]([O:12][CH3:11])=[CH:14][CH:15]=2)=[CH:5][CH:6]=1 |f:2.3|. Procedure details: To a well-stirred solution of 4-hydroxy acetophenone, 1 (10 g, 73.5 mmol) and 4-methoxy benzaldehyde, 4 (8.9 mL, 73.5 mmol) in methanol (140 mL) was added 50% w/v aqueous sodium hydroxide solution (70 mL). The reaction mixture was stirred at room temperature for 12 h and then evaporated in vacuo. Water was added and acidified with hydrochloric acid (1N) and extracted with ethyl acetate. The organic layer was separated, washed with water, dried over sodium sulphate, filtered and evaporated in vac... The reactants are CC(=O)[O-], CC(=O)O, O=Cc1ccc(OCc2ccc(Cl)cc2)cc1, [Na+], O=C1CSC(=S)N1. As a reaction SMILES: [CH3:19][C:20](=[O:21])[O-:22].[CH3:30][C:31](=[O:32])[OH:33].[Cl:1][c:2]1[cH:3][cH:4][c:5]([CH2:8][O:9][c:10]2[cH:11][cH:12][c:13]([CH:14]=[O:15])[cH:16][cH:17]2)[cH:6][cH:7]1.[Na+:18].[S:23]1[C:24](=[S:25])[NH:26][C:27](=[O:28])[CH2:29]1>>[Cl:1][c:2]1[cH:3][cH:4][c:5]([CH2:8][O:9][c:10]2[cH:11][cH:12][c:13]([CH:14]=[C:29]3[S:23][C:24](=[S:25])[NH:26][C:27]3=[O:28])[cH:16][cH:17]2)[cH:6][cH:7]1. Yields the product O=C1NC(=S)SC1=Cc1ccc(OCc2ccc(Cl)cc2)cc1. The reactants are BrCC1=C(C(NC(N1C1=CC(=CC=C1)C(F)(F)F)=O)C1=C(C=C(C=C1)C#N)S(=O)(=O)C)C(=O)OCC ((rac)-Ethyl 6-(bromomethyl)-4-[4-cyano-2-(methylsulfonyl)phenyl]-2-oxo-1-[3-(trifluoromethyl)phenyl]-1,2,3,4-tetrahydropyrimidine-5-carboxylate), C(C)N (ethylamine). Product: C(C)N1CC=2N(C(NC(C2C1=O)C1=C(C=C(C#N)C=C1)S(=O)(=O)C)=O)C1=CC(=CC=C1)C(F)(F)F ((rac)-4-{6-Ethyl-2,5-dioxo-1-[3-(trifluoromethyl)phenyl]-2,3,4,5,6,7-hexahydro-1H-pyrrolo[3,4-d]pyrimidin-4-yl}-3-(methylsulfonyl)benzonitrile). RXN SMILES: Br[CH2:2][C:3]1[N:8]([C:9]2[CH:14]=[CH:13][CH:12]=[C:11]([C:15]([F:18])([F:17])[F:16])[CH:10]=2)[C:7](=[O:19])[NH:6][CH:5]([C:20]2[CH:25]=[CH:24][C:23]([C:26]#[N:27])=[CH:22][C:21]=2[S:28]([CH3:31])(=[O:30])=[O:29])[C:4]=1[C:32](OCC)=[O:33].[CH2:37]([NH2:39])[CH3:38]>C(#N)C>[CH2:37]([N:39]1[C:32](=[O:33])[C:4]2[CH:5]([C:20]3[CH:25]=[CH:24][C:23]([C:26]#[N:27])=[CH:22][C:21]=3[S:28]([CH3:31])(=[O:29])=[O:30])[NH:6][C:7](=[O:19])[N:8]([C:9]3[CH:14]=[CH:13][CH:12]=[C:11]([C:15]([F:17])([F:16])[F:18])[CH:10]=3)[C:3]=2[CH2:2]1)[CH3:38]. The solvent is C(C)#N (acetonitrile). Reported procedure: (rac)-Ethyl 6-(bromomethyl)-4-[4-cyano-2-(methylsulfonyl)phenyl]-2-oxo-1-[3-(trifluoromethyl)phenyl]-1,2,3,4-tetrahydropyrimidine-5-carboxylate (200 mg, 0.34 mmol; Example 13A) was dissolved in acetonitrile (5 ml), ethylamine (46.1 mg, 1.02 mmol) was added and the mixture was stirred at RT overnight. The reaction mixture was then purified directly by preparative HPLC (column: Kromasil C18, 125 mm×20 mm, 5 μm, 100 Å; mobile phase A: water with 0.01% formic acid, mobile phase B: acetonitrile; grad... Reaction conditions: time 8 hour. Starting materials: C1(=CC=CC=C1)N1C(NC2=C1C=C(C=C2)Cl)=O (1-phenyl-6-chloro-2,3-dihydro-benzimidazol-2-one), ClCC1CN(CCO1)CC1=CC=CC=C1 (2-chloromethyl-4-benzyl-morpholine). Product: Cl.C(C1=CC=CC=C1)N1CC(OCC1)CN1C(N(C2=C1C=CC(=C2)Cl)C2=CC=CC=C2)=O (4-Benzyl-2-(1-phenyl-6-chloro-2,3-dihydro-benzimidazol-2-on-3-yl-methyl)-morpholine hydrochloride). RXN SMILES: [C:1]1([N:7]2[C:11]3[CH:12]=[C:13]([Cl:16])[CH:14]=[CH:15][C:10]=3[NH:9][C:8]2=[O:17])[CH:6]=[CH:5][CH:4]=[CH:3][CH:2]=1.Cl[CH2:19][CH:20]1[O:25][CH2:24][CH2:23][N:22]([CH2:26][C:27]2[CH:32]=[CH:31][CH:30]=[CH:29][CH:28]=2)[CH2:21]1>>[ClH:16].[CH2:26]([N:22]1[CH2:23][CH2:24][O:25][CH:20]([CH2:19][N:9]2[C:10]3[CH:15]=[CH:14][C:13]([Cl:16])=[CH:12][C:11]=3[N:7]([C:1]3[CH:2]=[CH:3][CH:4]=[CH:5][CH:6]=3)[C:8]2=[O:17])[CH2:21]1)[C:27]1[CH:28]=[CH:29][CH:30]=[CH:31][CH:32]=1 |f:2.3|. Reported procedure: The condensation of 0.1 mol of 1-phenyl-6-chloro-2,3-dihydro-benzimidazol-2-one and 0.1 mol of 2-chloromethyl-4-benzyl-morpholine is carried out in accordance with the procedure of Example 1. By washing the product with hot acetone, 28 g of 4-benzyl-2-(1-phenyl-6-chloro-2,3-dihydrobenzimidazol-2-on-3-yl-methyl)-morpholine hydrochloride are obtained, m.p. 185° C.